This data is from the Open Reaction Database (ORD), a public repository of structured organic reaction records. The task is: describe an organic reaction: reactants, conditions, products, and yield The reactants are O (water), C([O-])([O-])=O.[K+].[K+] (potassium carbonate), FC1=C(OC2=CC3=C(C=N2)N=C(O3)C3=CC(=C(C(=C3)C)O)C)C=CC=C1 (4-[6-(2-fluorophenoxy)oxazolo[4,5-c]pyridin-2-yl]-2,6-dimethylphenol), BrCC(=O)OC(C)(C)C (tert-butyl bromoacetate). Solvent: CN(C=O)C (dimethylformamide). Conditions: time 16 hour. Yields the product FC1=C(OC2=CC3=C(C=N2)N=C(O3)C3=CC(=C(OCC(=O)OC(C)(C)C)C(=C3)C)C)C=CC=C1 (tert-Butyl {4-[6-(2-fluorophenoxy)oxazolo[4,5-c]pyridin-2-yl]-2,6-dimethylphenoxy}acetate). RXN SMILES: C(=O)([O-])[O-].[K+].[K+].[F:7][C:8]1[CH:32]=[CH:31][CH:30]=[CH:29][C:9]=1[O:10][C:11]1[N:16]=[CH:15][C:14]2[N:17]=[C:18]([C:20]3[CH:25]=[C:24]([CH3:26])[C:23]([OH:27])=[C:22]([CH3:28])[CH:21]=3)[O:19][C:13]=2[CH:12]=1.Br[CH2:34][C:35]([O:37][C:38]([CH3:41])([CH3:40])[CH3:39])=[O:36].O>CN(C)C=O>[F:7][C:8]1[CH:32]=[CH:31][CH:30]=[CH:29][C:9]=1[O:10][C:11]1[N:16]=[CH:15][C:14]2[N:17]=[C:18]([C:20]3[CH:21]=[C:22]([CH3:28])[C:23]([O:27][CH2:34][C:35]([O:37][C:38]([CH3:41])([CH3:40])[CH3:39])=[O:36])=[C:24]([CH3:26])[CH:25]=3)[O:19][C:13]=2[CH:12]=1 |f:0.1.2|. Procedure details: 110 mg of potassium carbonate were added to a solution of 70 mg of 4-[6-(2-fluorophenoxy)oxazolo[4,5-c]pyridin-2-yl]-2,6-dimethylphenol in 1 ml of dimethylformamide, and 51 mg of tert-butyl bromoacetate were then added. The mixture was stirred at room temperature for 16 h. The reaction mixture was then added to water and extracted twice with ethyl acetate. The collected organic phases were dried and concentrated. This gave 93 mg (100%) of the title compound, which was reacted further without any... The reactants are FC(F)(F)Oc1ccc(C(=O)CBr)cc1, C#CCCCCC=O, Cc1cccc(C)n1. The reagents and catalysts are C1COCCN1, F[P](F)(F)(F)(F)F.CC(C)(C)C1=CC=[N@H]2C(=C1)C3=CC(=CC=[N@@H]3[Ir]2456c7cc(F)cc(F)c7C8=CC=C(C=[N]48)C(F)(F)F)C(C)(C)C.Fc9cc(F)c(C%10=[N]5C=C(C=C%10)C(F)(F)F)c6c9 ([Ir(dFCF3ppy)2(dtbbpy)]PF6). Run in CN(C)C=O, CN(C)C=O, CN(C)C=O, CN(C)C=O, CN(C)C=O. Conditions: temperature 22 celsius, time 8 hour. Yields the product C#CCCC[C@H](C=O)CC(=O)c1ccc(OC(F)(F)F)cc1, C#CCCC[C@@H](C=O)CC(=O)c1ccc(OC(F)(F)F)cc1, O=C[C@@H](CCCC1=CN(c2ccc(C(=O)OC[C@H](Cc3ccccc3)NC(=O)OCC3c4ccccc4-c4ccccc43)cc2)[N+]=[N-]1)CC(=O)c1ccc(OC(F)(F)F)cc1, O=C[C@H](CCCC1=CN(c2ccc(C(=O)OC[C@H](Cc3ccccc3)NC(=O)OCC3c4ccccc4-c4ccccc43)cc2)[N+]=[N-]1)CC(=O)c1ccc(OC(F)(F)F)cc1. RXN SMILES: C#CCCCCC=O.FC(F)(F)Oc1ccc(C(=O)CBr)cc1>C1COCCN1.F[P](F)(F)(F)(F)F.CC(C)(C)C1=CC=[N@H]2C(=C1)C3=CC(=CC=[N@@H]3[Ir]2456c7cc(F)cc(F)c7C8=CC=C(C=[N]48)C(F)(F)F)C(C)(C)C.Fc9cc(F)c(C%10=[N]5C=C(C=C%10)C(F)(F)F)c6c9.CN(C)C=O.Cc1cccc(C)n1>C#CCCC[C@@H](C=O)CC(=O)c1ccc(OC(F)(F)F)cc1.C#CCCC[C@H](C=O)CC(=O)c1ccc(OC(F)(F)F)cc1. Reactants: CS(=O)(=O)C1=CC=C(OC2=CC(=CC3=C2CC(O3)(C)C)C(=O)O)C=C1 (4-(4-methanesulfonyl-phenoxy)-2,2-dimethyl-2,3-dihydro-benzofuran-6-carboxylic acid), COC(=O)C1=CC2=C(CC(O2)(C)C)C(=C1)OC1=CC(=C(C=C1)C(N(C)C)=O)F (4-(4-dimethylcarbamoyl-3-fluoro-phenoxy)-2,2-dimethyl-2,3-dihydro-benzofuran-6-carboxylic acid methyl ester). Yields the product CN(C(=O)C1=C(C=C(OC2=CC(=CC3=C2CC(O3)(C)C)C(=O)O)C=C1)F)C (4-(4-Dimethylcarbamoyl-3-fluoro-phenoxy)-2,2-dimethyl-2,3-dihydro-benzofuran-6-carboxylic acid). RXN SMILES: CS(C1C=CC(OC2C3CC(C)(C)OC=3C=C(C(O)=O)C=2)=CC=1)(=O)=O.C[O:27][C:28]([C:30]1[CH:40]=[C:39]([O:41][C:42]2[CH:47]=[CH:46][C:45]([C:48](=[O:52])[N:49]([CH3:51])[CH3:50])=[C:44]([F:53])[CH:43]=2)[C:33]2[CH2:34][C:35]([CH3:38])([CH3:37])[O:36][C:32]=2[CH:31]=1)=[O:29]>>[CH3:51][N:49]([CH3:50])[C:48]([C:45]1[CH:46]=[CH:47][C:42]([O:41][C:39]2[C:33]3[CH2:34][C:35]([CH3:38])([CH3:37])[O:36][C:32]=3[CH:31]=[C:30]([C:28]([OH:29])=[O:27])[CH:40]=2)=[CH:43][C:44]=1[F:53])=[O:52]. Procedure: The title compound was prepared in a similar manner as described for Intermediate 15a, from 4-(4-dimethylcarbamoyl-3-fluoro-phenoxy)-2,2-dimethyl-2,3-dihydro-benzofuran-6-carboxylic acid methyl ester (142a). 1H NMR (400 MHz, CDCl3)) δ 7.40 (t, J=7.96 Hz, 1 H) 7.27-7.33 (m, 2 H) 6.80 (dd, J=8.34, 2.02 Hz, 1 H) 6.70 (dd, J=10.61, 2.27 Hz, 1 H) 3.10-3.18 (m, 3 H) 3.00 (br. s., 3 H) 2.92 (s, 2 H) 1.49 (s, 6 H); LCMS for C20H20FNO5 m/z 374.00 (M+H). Reactants: CC(=O)[O-], CC(=O)[O-], C1COCCO1, COc1ncc(B(O)O)c(OC)n1, CCOC(C)=O, CS(=O)(=O)CCOc1cnc(N(Cc2cc(C(F)(F)F)cc(C(F)(F)F)c2)Cc2cc(C(F)(F)F)ccc2OS(=O)(=O)C(F)(F)F)nc1, [K+], [K+], [K+], O, O=P([O-])([O-])[O-], [Pd+2]. Product: COc1ncc(-c2ccc(C(F)(F)F)cc2CN(Cc2cc(C(F)(F)F)cc(C(F)(F)F)c2)c2ncc(OCCS(C)(=O)=O)cn2)c(OC)n1. RXN SMILES: [C:82]([O-:83])(=[O:84])[CH3:85].[C:87]([O-:88])(=[O:89])[CH3:90].[CH2:76]1[O:77][CH2:78][CH2:79][O:80][CH2:81]1.[CH3:49][O:50][c:51]1[n:52][cH:53][c:54]([B:59]([OH:60])[OH:61])[c:55]([O:57][CH3:58])[n:56]1.[CH3:70][CH2:71][O:72][C:73](=[O:74])[CH3:75].[F:1][C:2]([c:3]1[cH:4][c:5]([CH2:6][N:7]([c:8]2[n:9][cH:10][c:11]([O:14][CH2:15][CH2:16][S:17](=[O:18])(=[O:19])[CH3:20])[cH:12][n:13]2)[CH2:21][c:22]2[c:23]([O:32][S:33]([C:34]([F:35])([F:36])[F:37])(=[O:38])=[O:39])[cH:24][cH:25][c:26]([C:28]([F:29])([F:30])[F:31])[cH:27]2)[cH:40][c:41]([C:43]([F:44])([F:45])[F:46])[cH:42]1)([F:47])[F:48].[K+:67].[K+:68].[K+:69].[OH2:91].[P:62]([O-:63])([O-:64])([O-:65])=[O:66].[Pd+2:86]>>[F:1][C:2]([c:3]1[cH:4][c:5]([CH2:6][N:7]([c:8]2[n:9][cH:10][c:11]([O:14][CH2:15][CH2:16][S:17](=[O:18])(=[O:19])[CH3:20])[cH:12][n:13]2)[CH2:21][c:22]2[c:23](-[c:54]3[cH:53][n:52][c:51]([O:50][CH3:49])[n:56][c:55]3[O:57][CH3:58])[cH:24][cH:25][c:26]([C:28]([F:29])([F:30])[F:31])[cH:27]2)[cH:40][c:41]([C:43]([F:44])([F:45])[F:46])[cH:42]1)([F:47])[F:48]. The reactants are Cl, C1COCCO1, CC(C)(C)OC(=O)NCc1cc(NC(=O)C2CCc3ccc(Oc4ccnc(-c5cn[nH]c5)c4)cc3C2)cc(C(F)(F)F)c1. Product: NCc1cc(NC(=O)C2CCc3ccc(Oc4ccnc(-c5cn[nH]c5)c4)cc3C2)cc(C(F)(F)F)c1. Reaction SMILES: [ClH:45].[O:46]1[CH2:47][CH2:48][O:49][CH2:50][CH2:51]1.[nH:1]1[n:2][cH:3][c:4](-[c:6]2[n:7][cH:8][cH:9][c:10]([O:12][c:13]3[cH:14][cH:15][c:16]4[c:21]([cH:22]3)[CH2:20][CH:19]([C:23](=[O:24])[NH:25][c:26]3[cH:27][c:28]([CH2:29][NH:30][C:31](=[O:32])[O:33][C:34]([CH3:35])([CH3:36])[CH3:37])[cH:38][c:39]([C:41]([F:42])([F:43])[F:44])[cH:40]3)[CH2:18][CH2:17]4)[cH:11]2)[cH:5]1>>[nH:1]1[n:2][cH:3][c:4](-[c:6]2[n:7][cH:8][cH:9][c:10]([O:12][c:13]3[cH:14][cH:15][c:16]4[c:21]([cH:22]3)[CH2:20][CH:19]([C:23](=[O:24])[NH:25][c:26]3[cH:27][c:28]([CH2:29][NH2:30])[cH:38][c:39]([C:41]([F:42])([F:43])[F:44])[cH:40]3)[CH2:18][CH2:17]4)[cH:11]2)[cH:5]1. The reactants are Cl.FC(C(F)(F)F)(OC1=CC=C(OC2CCNCC2)C=C1)F (4-[4-(pentafluoroethoxy)phenoxy]piperidine hydrochloride), C(C)(C)N(CC)C(C)C (diisopropylethylamine), C(C)[C@@]1(NC(NC1=O)=O)CS(=O)(=O)Cl ([(4S)-4-ethyl-2,5-dioxoimidazolidin-4-yl]methanesulfonyl chloride). Solvent: ClCCl (dichloromethane). Reaction conditions: time 18 hour. Product: C(C)[C@]1(C(NC(N1)=O)=O)CS(=O)(=O)N1CCC(CC1)OC1=CC=C(C=C1)OC(C(F)(F)F)(F)F ((5S)-5-ethyl-5-[({4-[4-(pentafluoroethoxy)phenoxy]piperidin-1-yl}sulfonyl)methyl]imidazolidine-2,4-dione). Reaction SMILES: Cl.[F:2][C:3]([F:22])([O:8][C:9]1[CH:21]=[CH:20][C:12]([O:13][CH:14]2[CH2:19][CH2:18][NH:17][CH2:16][CH2:15]2)=[CH:11][CH:10]=1)[C:4]([F:7])([F:6])[F:5].C(N(C(C)C)CC)(C)C.[CH2:32]([C@@:34]1([CH2:41][S:42](Cl)(=[O:44])=[O:43])[C:38](=[O:39])[NH:37][C:36](=[O:40])[NH:35]1)[CH3:33]>ClCCl>[CH2:32]([C@:34]1([CH2:41][S:42]([N:17]2[CH2:18][CH2:19][CH:14]([O:13][C:12]3[CH:11]=[CH:10][C:9]([O:8][C:3]([F:2])([F:22])[C:4]([F:7])([F:6])[F:5])=[CH:21][CH:20]=3)[CH2:15][CH2:16]2)(=[O:43])=[O:44])[NH:35][C:36](=[O:40])[NH:37][C:38]1=[O:39])[CH3:33] |f:0.1|. Procedure: To a solution of 4-[4-(pentafluoroethoxy)phenoxy]piperidine hydrochloride (0.17 g) and diisopropylethylamine (0.19 mL) in dichloromethane (100 mL) was added [(4S)-4-ethyl-2,5-dioxoimidazolidin-4-yl]methanesulfonyl chloride (0.13 g). The reaction was stirred at ambient temperature for 18 hours.